Dataset: the Open Reaction Database (ORD), a public repository of structured organic reaction records. Task: describe an organic reaction: reactants, conditions, products, and yield Isolated yield 38.5%. Yields the product FC(OC1=CC=C(C=C1)C1NCCC=2C3=CC=CC=C3NC12)(F)F (1-(4-Trifluoromethoxyphenyl)-2,3,4,9-tetrahydro-1H-β-carboline). RXN SMILES: [NH2:1][CH2:2][CH2:3][C:4]1[C:12]2[C:7](=[CH:8][CH:9]=[CH:10][CH:11]=2)[NH:6][CH:5]=1.[F:13][C:14]([F:25])([F:24])[O:15][C:16]1[CH:23]=[CH:22][C:19]([CH:20]=O)=[CH:18][CH:17]=1.C(O)(C(F)(F)F)=O>>[F:13][C:14]([F:24])([F:25])[O:15][C:16]1[CH:17]=[CH:18][C:19]([CH:20]2[C:5]3[NH:6][C:7]4[C:12](=[CH:11][CH:10]=[CH:9][CH:8]=4)[C:4]=3[CH2:3][CH2:2][NH:1]2)=[CH:22][CH:23]=1. Reactants: Intermediate 1, C(=O)(C(F)(F)F)O (TFA), NCCC1=CNC2=CC=CC=C12 (tryptamine), FC(OC1=CC=C(C=O)C=C1)(F)F (4-trifluoromethoxybenzaidehyde). Procedure: This product was prepared using the same procedure as for Intermediate 1 with tryptamine (2.0 g, 12.5 mmol), 4-trifluoromethoxybenzaidehyde (2.4 g, 1 equiv.) and TFA (1.9 mL, 2 equiv.) to give the title compound (1.6 g, 38%) as a white powder.